From a dataset of the Open Reaction Database (ORD), a public repository of structured organic reaction records. describe an organic reaction: reactants, conditions, products, and yield Starting materials: C=C=O (ketene), C=C=O (ketene), C=C1CC(=O)O1 (diketene), CC(=CCCC(C)=O)C (6-methyl-5-hepten-2-one), C=C=O (ketene), C=C1CC(=O)O1 (diketene). The reagents and catalysts are C1N2CN3CN1CN(C2)C3 (urotropine), B(F)(F)F.CCOCC (boron trifluoride etherate). The solvent is N#N (N2), ClCCl (dichloromethane), N#N (N2). Reaction conditions: temperature -19 celsius, time 30 minute. Yields the product CC1(CC(O1)=O)CCC=C(C)C (4-Methyl-4-(4-methylpent-3-en-1-yl)-2-oxetanone). Isolated yield 80.9%. Reaction SMILES: [CH3:1][C:2]([CH3:9])=[CH:3][CH2:4][CH2:5][C:6](=[O:8])[CH3:7].[CH2:10]=[C:11]=[O:12].C=C1OC(=O)C1>ClCCl.N#N.B(F)(F)F.CCOCC.C1N2CN3CN(C2)CN1C3>[CH3:7][C:6]1([CH2:5][CH2:4][CH:3]=[C:2]([CH3:9])[CH3:1])[O:8][C:11](=[O:12])[CH2:10]1 |f:5.6|. Reported procedure: 128.8 g (1.0 mol) of 6-methyl-5-hepten-2-one were dissolved in 516 g of dichloromethane in an N2 atmosphere. The solution was cooled to −19° C. 0.71 g of boron trifluoride etherate (0.5 mol % relative to 6-methyl-5-hepten-2-one) were then added and ketene gas was metered in over a period of 4 h. The temperature ranged between −12° C. and −14° C. The ketene gas was drawn directly from a diketene cracker: approx. 1.25 mol of ketene were generated from 55 ml of diketene and used. The solution was s...